This data is from the Open Reaction Database (ORD), a public repository of structured organic reaction records. The task is: describe an organic reaction: reactants, conditions, products, and yield The reactants are CCc1c(C(=O)CBr)cnn1-c1ccccc1, COC(=O)c1ccc(C)c(N)c1, CCO. Product: CCc1c(C(=O)CNc2cc(C(=O)OC)ccc2C)cnn1-c1ccccc1. As a reaction SMILES: [Br:1][CH2:2][C:3](=[O:4])[c:5]1[cH:6][n:7][n:8](-[c:12]2[cH:13][cH:14][cH:15][cH:16][cH:17]2)[c:9]1[CH2:10][CH3:11].[CH3:18][O:19][C:20]([c:21]1[cH:22][c:23]([NH2:28])[c:24]([CH3:27])[cH:25][cH:26]1)=[O:29].[CH3:30][CH2:31][OH:32]>>[CH2:2]([C:3](=[O:4])[c:5]1[cH:6][n:7][n:8](-[c:12]2[cH:13][cH:14][cH:15][cH:16][cH:17]2)[c:9]1[CH2:10][CH3:11])[NH:28][c:23]1[cH:22][c:21]([C:20]([O:19][CH3:18])=[O:29])[cH:26][cH:25][c:24]1[CH3:27]. Reactants: C(C)N1C(=CC2=CC=CC=C12)C (1-ethyl-2-methylindole), [Cl-].C[Al+]C (dimethylaluminum chloride), CC1=CC=C(C2=CC=CC=C12)C(=O)Cl (4-methyl-1-napthoyl chloride). Run in ClCCl (dichloromethane), ClCCl (dichloromethane). Conditions: time 45 minute. The product is C(C)N1C(=C(C2=CC=CC=C12)C(=O)C1=CC=C(C2=CC=CC=C12)C)C (1-Ethyl-2-methyl-3-(4-methyl-1-napthoyl)indole). As a reaction SMILES: [CH2:1]([N:3]1[C:11]2[C:6](=[CH:7][CH:8]=[CH:9][CH:10]=2)[CH:5]=[C:4]1[CH3:12])[CH3:2].[Cl-].C[Al+]C.[CH3:17][C:18]1[C:27]2[C:22](=[CH:23][CH:24]=[CH:25][CH:26]=2)[C:21]([C:28](Cl)=[O:29])=[CH:20][CH:19]=1>ClCCl>[CH2:1]([N:3]1[C:11]2[C:6](=[CH:7][CH:8]=[CH:9][CH:10]=2)[C:5]([C:28]([C:21]2[C:22]3[C:27](=[CH:26][CH:25]=[CH:24][CH:23]=3)[C:18]([CH3:17])=[CH:19][CH:20]=2)=[O:29])=[C:4]1[CH3:12])[CH3:2] |f:1.2|. Procedure details: To a solution of 0.20 g (1.26 mmol) of 1-ethyl-2-methylindole in 4 mL of dry dichloromethane at 0° C. under argon, was added dropwise 0.17 g (1.89 mmol) of dimethylaluminum chloride. The solution was stirred at this temperature for 45 min and then 0.39 g (1.88 mmol) of 4-methyl-1-napthoyl chloride in 6 mL of dry dichloromethane was added, and the solution stirred at 0° C. for 4 hrs. The solution was carefully quenched by the addition of 1M HCl and extracted with dichloromethane (2×20 mL). The co... Starting materials: C1CCOC1 (THF), C(C)(C)(C)C1=C(C=C(C=C1F)C1C(C1)C(=O)OCC)F (ethyl 2-(4-tert-butyl-3,5-difluorophenyl)cyclopropanecarboxylate), [OH-].[Na+] (sodium hydroxide). Run in CO (MeOH). Reaction conditions: time 1 hour. Product: C(C)(C)(C)C1=C(C=C(C=C1F)C1C(C1)C(=O)O)F (2-[4-tert-Butyl-3,5-difluorophenyl]cyclopropanecarboxylic acid). The yield is 88.3%. RXN SMILES: C1COCC1.[C:6]([C:10]1[C:15]([F:16])=[CH:14][C:13]([CH:17]2[CH2:19][CH:18]2[C:20]([O:22]CC)=[O:21])=[CH:12][C:11]=1[F:25])([CH3:9])([CH3:8])[CH3:7].[OH-].[Na+]>CO>[C:6]([C:10]1[C:11]([F:25])=[CH:12][C:13]([CH:17]2[CH2:19][CH:18]2[C:20]([OH:22])=[O:21])=[CH:14][C:15]=1[F:16])([CH3:9])([CH3:7])[CH3:8] |f:2.3|. Procedure: To a toluene (50 ml) solution of the compound of Example 38C (4.0 g, 20.4 mmol), Co(TPP) (411 mg, 0.61 mmol) and 1-methyl-1H-imidazole (5.0 g, 61.2 mmol), ethyl diazoacetate (3.5 g, 30.6 mmol) was added and the mixture was stirred for 5 minutes at room temperature followed by additional stirring for 2 hours at 80° C. Then, evaporation and purification by silica gel column chromatography, eluting with gradually from hexane to hexane/EtOAc (20:1), gave ethyl 2-(4-tert-butyl-3,5-difluorophenyl)cycl... Starting materials: C(Cl)(Cl)Cl (chloroform), C(C)(C)(C)OC(NCCCC(N(CCC)C1=C(C=CC(=C1)C#N)N)=O)=O ({3-[(2-amino-5-cyano-phenyl)-propyl-carbamoyl]-propyl}-carbamic acid t-butyl ester), CO (methanol), Cl.O1CCOCC1 (hydrogen chloride dioxane). Solvent: C(C)(=O)OCC (ethyl acetate). Run at time 20 minute. The product is NCCCC=1N(C2=C(N1)C=CC(=C2)C#N)CCC (2-(3-aminopropyl)-3-propyl-3H-benzo[d]imidazol-5-carbonitrile). Yield: 124.6%. As a reaction SMILES: C(OC(=O)[NH:7][CH2:8][CH2:9][CH2:10][C:11](=O)[N:12]([C:16]1[CH:21]=[C:20]([C:22]#[N:23])[CH:19]=[CH:18][C:17]=1[NH2:24])[CH2:13][CH2:14][CH3:15])(C)(C)C.Cl.O1CCOCC1.CO.C(Cl)(Cl)Cl>C(OCC)(=O)C>[NH2:7][CH2:8][CH2:9][CH2:10][C:11]1[N:12]([CH2:13][CH2:14][CH3:15])[C:16]2[CH:21]=[C:20]([C:22]#[N:23])[CH:19]=[CH:18][C:17]=2[N:24]=1 |f:1.2|. Procedure: The compound (0.375 g) obtained in Example 46-3 was dissolved in ethyl acetate (4.0 ml) and added with a 4 mol/l hydrogen chloride/dioxane solution (1.09 ml). The whole was stirred for 20 minutes and added with methanol (8.0 ml), followed by distillating off the solvent. The concentrate was added with chloroform and washed with a 1 mol/l sodium hydroxide aqueous solution, and the aqueous layer was extracted with chloroform. The organic layer was dried with anhydrous sodium sulfate and the solven...